Task: describe an organic reaction: reactants, conditions, products, and yield. Dataset: the Open Reaction Database (ORD), a public repository of structured organic reaction records The reactants are CC(c1ccccc1)N1CC(C(NC(=O)OC(C)(C)C)c2ccccc2)CC1=O, C1CCOC1. Yields the product CC(c1ccccc1)N1CCC(C(NC(=O)OC(C)(C)C)c2ccccc2)C1. As a reaction SMILES: [C:1]([CH3:2])([CH3:3])([CH3:4])[O:5][C:6](=[O:7])[NH:8][CH:9]([c:10]1[cH:11][cH:12][cH:13][cH:14][cH:15]1)[CH:16]1[CH2:17][C:18](=[O:29])[N:19]([CH:21]([CH3:22])[c:23]2[cH:24][cH:25][cH:26][cH:27][cH:28]2)[CH2:20]1.[O:30]1[CH2:31][CH2:32][CH2:33][CH2:34]1>>[C:1]([CH3:2])([CH3:3])([CH3:4])[O:5][C:6](=[O:7])[NH:8][CH:9]([c:10]1[cH:11][cH:12][cH:13][cH:14][cH:15]1)[CH:16]1[CH2:17][CH2:18][N:19]([CH:21]([CH3:22])[c:23]2[cH:24][cH:25][cH:26][cH:27][cH:28]2)[CH2:20]1. Reactants: CN(C)C(C1CCC(CC1)C=O)C1=CC(=CC=C1)F (4-[Dimethylamino-(3-fluorophenyl)-methyl]-cyclohexane-carbaldehyde), ice water, C1CCOC1 (THF), Cl (HCl). The solvent is O (water). Reaction conditions: time 8 hour. The product is CN(C)C(C1CCC(CC1)CC=O)C1=CC(=CC=C1)F ({4-[Dimethylamino-(3-fluorophenyl)-methyl]-cyclohexyl}-acetaldehyde). As a reaction SMILES: [CH3:1][N:2]([CH:4]([C:13]1[CH:18]=[CH:17][CH:16]=[C:15]([F:19])[CH:14]=1)[CH:5]1[CH2:10][CH2:9][CH:8]([CH:11]=O)[CH2:7][CH2:6]1)[CH3:3].C1C[O:23][CH2:22]C1.Cl>O>[CH3:1][N:2]([CH:4]([C:13]1[CH:18]=[CH:17][CH:16]=[C:15]([F:19])[CH:14]=1)[CH:5]1[CH2:10][CH2:9][CH:8]([CH2:11][CH:22]=[O:23])[CH2:7][CH2:6]1)[CH3:3]. Procedure details: The aldehyde 34 (13.69 g, 52 mmol) dissolved in abs. THF (90 ml) was then added dropwise at RT, and stirring was carried out overnight at RT. Hydrolysis was carried out dropwise with water (50 ml) and 6N HCl (150 ml), while cooling with ice-water. After 1 hour's stirring at RT, extraction with ether was carried out ten times (50 ml each time). The aqueous phase was adjusted to pH 11 with 5N NaOH, extracted by shaking three times with ethyl acetate (100 ml each time), dried over Na2SO4 and concen... Starting materials: C(C)(C)(C)OC(NCC1=CC(=NC=C1C1=C(C=C(C=C1)Cl)Cl)NN)=O ([5-(2,4-dichloro-phenyl)-2-hydrazino-pyridin-4-ylmethyl]-carbamic acid tert-butyl ester), BrC#N (BrCN), CCOC(=O)C (AcOEt). The solvent is CCO (EtOH). Run at temperature 65 celsius. The product is C(C)(C)(C)OC(NCC1=CC=2N(C=C1C1=C(C=C(C=C1)Cl)Cl)C(=NN2)N)=O ([3-Amino-6-(2,4-dichloro-phenyl)-[1,2,4]triazolo[4,3-a]pyridin-7-ylmethyl]-carbamic acid tert-butyl ester). Isolated yield 51.3%. RXN SMILES: [C:1]([O:5][C:6](=[O:25])[NH:7][CH2:8][C:9]1[C:14]([C:15]2[CH:20]=[CH:19][C:18]([Cl:21])=[CH:17][C:16]=2[Cl:22])=[CH:13][N:12]=[C:11]([NH:23][NH2:24])[CH:10]=1)([CH3:4])([CH3:3])[CH3:2].Br[C:27]#[N:28].CCOC(C)=O>CCO>[C:1]([O:5][C:6](=[O:25])[NH:7][CH2:8][C:9]1[C:14]([C:15]2[CH:20]=[CH:19][C:18]([Cl:21])=[CH:17][C:16]=2[Cl:22])=[CH:13][N:12]2[C:27]([NH2:28])=[N:24][N:23]=[C:11]2[CH:10]=1)([CH3:4])([CH3:2])[CH3:3]. Procedure: A mixture of the crude [5-(2,4-dichloro-phenyl)-2-hydrazino-pyridin-4-ylmethyl]-carbamic acid tert-butyl ester (1.66 g) and BrCN (638 mg, 6.0 mmol) in EtOH (40 mL) was heated at 65° C. and stirred for 2 h30. The reaction mixture was cooled to RT, poured into AcOEt (100 mL) and washed with a 2.0 M aqueous Na2CO3 solution (2×50 mL). The organic layer was dried over Na2SO4, filtered, and evaporated. The residue was purified by Combi-Flash Companion™ (Isco Inc.) column chromatography (SiO2; gradient... Starting materials: C(C)OP(=O)(CCCCC)C1=CC=C(C=C1)Cl (ethyl(4-chlorophenyl)-n-pentyl-phosphinate), [N+](=O)(O)[O-] (nitric acid). Product: C(C)OP(=O)(CCCCC)C1=CC(=C(C=C1)Cl)[N+](=O)[O-] (ethyl(4-chloro-3-nitro-phenyl)-n-pentyl-phosphinate). RXN SMILES: [CH2:1]([O:3][P:4]([C:11]1[CH:16]=[CH:15][C:14]([Cl:17])=[CH:13][CH:12]=1)([CH2:6][CH2:7][CH2:8][CH2:9][CH3:10])=[O:5])[CH3:2].[N+:18]([O-])([OH:20])=[O:19]>>[CH2:1]([O:3][P:4]([C:11]1[CH:12]=[CH:13][C:14]([Cl:17])=[C:15]([N+:18]([O-:20])=[O:19])[CH:16]=1)([CH2:6][CH2:7][CH2:8][CH2:9][CH3:10])=[O:5])[CH3:2]. Procedure: Prepared analogously to Example 189b from ethyl(4-chlorophenyl)-n-pentyl-phosphinate and fuming nitric acid. Reactants: C1(CCCC1)N1C(NCC=2C1=NC(=NC2)NC2=CC(=C(C=C2)OCCN(CC)CC)C)=O (1-cyclopentyl-7-{3-methyl-4-[2-(diethylamino)ethoxy]phenylamino}-3,4-dihydro-pyrimido[4,5-d]pyrimidin-2(1H)-one), CC(C)([O-])C.[K+] (potassium tert-butoxide). Run in CS(=O)C (DMSO), COC(C)(C)C (tert-butyl methyl ether), CCCCCC (hexane). The product is C1(CCCC1)N1C(N=CC=2C1=NC(=NC2)NC2=CC(=C(C=C2)OCCN(CC)CC)C)=O (1-Cyclopentyl-7-{3-methyl-4-[2-(diethylamino)ethoxy]-phenylamino}pyrimido[4,5-d]pyrimidin-2(1H)-one). Yield: 24.3%. Reaction SMILES: [CH:1]1([N:6]2[C:11]3=[N:12][C:13]([NH:16][C:17]4[CH:22]=[CH:21][C:20]([O:23][CH2:24][CH2:25][N:26]([CH2:29][CH3:30])[CH2:27][CH3:28])=[C:19]([CH3:31])[CH:18]=4)=[N:14][CH:15]=[C:10]3[CH2:9][NH:8][C:7]2=[O:32])[CH2:5][CH2:4][CH2:3][CH2:2]1.CC(C)([O-])C.[K+]>CS(C)=O.COC(C)(C)C.CCCCCC>[CH:1]1([N:6]2[C:11]3=[N:12][C:13]([NH:16][C:17]4[CH:22]=[CH:21][C:20]([O:23][CH2:24][CH2:25][N:26]([CH2:29][CH3:30])[CH2:27][CH3:28])=[C:19]([CH3:31])[CH:18]=4)=[N:14][CH:15]=[C:10]3[CH:9]=[N:8][C:7]2=[O:32])[CH2:2][CH2:3][CH2:4][CH2:5]1 |f:1.2|. Procedure: Prepared from 70 mg (0.16 mmol) of 1-cyclopentyl-7-{3-methyl-4-[2-(diethylamino)ethoxy]phenylamino}-3,4-dihydro-pyrimido[4,5-d]pyrimidin-2(1H)-one and 72 mg (0.58 mmol) of potassium tert-butoxide in 3.0 mL of DMSO. The crude semi-solid residue is dissolved in a mixture of tert-butyl methyl ether and hexane. The solution is allowed to evaporate slowly to less than 1 mL, then diluted with 2 mL of 1:3 diethyl ether/hexane. The precipitated solids are collected and dried to give 17 mg (24%) of the t... Starting materials: Cl, C#Cc1cc(CN)cc(F)c1NS(C)(=O)=O, O=C(O)C=Cc1ccc(C(F)(F)F)nc1N1CCOCC1. Product: C#Cc1cc(CNC(=O)C=Cc2ccc(C(F)(F)F)nc2N2CCOCC2)cc(F)c1NS(C)(=O)=O. As a reaction SMILES: [ClH:17].[NH2:1][CH2:2][c:3]1[cH:4][c:5]([C:15]#[CH:16])[c:6]([NH:10][S:11](=[O:12])(=[O:13])[CH3:14])[c:7]([F:9])[cH:8]1.[O:18]1[CH2:19][CH2:20][N:21]([c:24]2[n:25][c:26]([C:35]([F:36])([F:37])[F:38])[cH:27][cH:28][c:29]2[CH:30]=[CH:31][C:32](=[O:33])[OH:34])[CH2:22][CH2:23]1>>[NH:1]([CH2:2][c:3]1[cH:4][c:5]([C:15]#[CH:16])[c:6]([NH:10][S:11](=[O:12])(=[O:13])[CH3:14])[c:7]([F:9])[cH:8]1)[C:32]([CH:31]=[CH:30][c:29]1[c:24]([N:21]2[CH2:20][CH2:19][O:18][CH2:23][CH2:22]2)[n:25][c:26]([C:35]([F:36])([F:37])[F:38])[cH:27][cH:28]1)=[O:33]. Starting materials: CN(C)CCCC1CNC2=CC=CC=C12 (3-(N,N-dimethylamino-propyl)indoline), ClC1=NC=NC2=CC(=C(C=C12)OC)OC (4-chloro-6,7-dimethoxy-quinazoline), Cl (HCl). Solvent: CN(C)C=O (DMF). Product: COC=1C=C2C(=NC=NC2=CC1OC)N1CC(C2=CC=CC=C12)CCCN(C)C ({3-[1-(6,7-Dimethoxy-quinazolin-4-yl)-2,3-dihydro-1H-indol-3-yl]-propyl}-dimethyl-amine). Yield: 52.0%. Reaction SMILES: Cl.[CH3:2][N:3]([CH2:5][CH2:6][CH2:7][CH:8]1[C:16]2[C:11](=[CH:12][CH:13]=[CH:14][CH:15]=2)[NH:10][CH2:9]1)[CH3:4].Cl[C:18]1[C:27]2[C:22](=[CH:23][C:24]([O:30][CH3:31])=[C:25]([O:28][CH3:29])[CH:26]=2)[N:21]=[CH:20][N:19]=1>CN(C=O)C>[CH3:29][O:28][C:25]1[CH:26]=[C:27]2[C:22](=[CH:23][C:24]=1[O:30][CH3:31])[N:21]=[CH:20][N:19]=[C:18]2[N:10]1[C:11]2[C:16](=[CH:15][CH:14]=[CH:13][CH:12]=2)[CH:8]([CH2:7][CH2:6][CH2:5][N:3]([CH3:4])[CH3:2])[CH2:9]1. Procedure details: Utilizing a procedure analogous to that described in Example 24 (with conversion to its HCl salt using a procedure analogous to that as described in Example 2), this product was prepared in 52% yield from 3-(N,N-dimethylamino-propyl)indoline (1.1 eq.), and 4-chloro-6,7-dimethoxy-quinazoline (1.0 eq) in DMF. (M.P. 230°-232° C.; LC-MS: 393 (MH+); anal. RP18-HPLC RT: 3.23 min.). The reactants are [Li]CCCC, CCCC[Sn](Cl)(CCCC)CCCC, C1CCOC1, CCCCCCCCCCOc1cscc1OCCCCCCCCCC. The product is CCCCCCCCCCOc1csc([Sn](CCCC)(CCCC)CCCC)c1OCCCCCCCCCC. RXN SMILES: [CH2:1]([Li:2])[CH2:3][CH2:4][CH3:5].[CH2:33]([CH2:34][CH2:35][CH3:36])[Sn:37]([CH2:38][CH2:39][CH2:40][CH3:41])([CH2:42][CH2:43][CH2:44][CH3:45])[Cl:46].[CH2:47]1[O:48][CH2:49][CH2:50][CH2:51]1.[CH2:6]([CH2:7][CH2:8][CH2:9][CH2:10][CH2:11][CH2:12][CH2:13][CH2:14][CH3:15])[O:16][c:17]1[cH:18][s:19][cH:20][c:21]1[O:22][CH2:23][CH2:24][CH2:25][CH2:26][CH2:27][CH2:28][CH2:29][CH2:30][CH2:31][CH3:32]>>[CH2:6]([CH2:7][CH2:8][CH2:9][CH2:10][CH2:11][CH2:12][CH2:13][CH2:14][CH3:15])[O:16][c:17]1[c:18]([Sn:37]([CH2:33][CH2:34][CH2:35][CH3:36])([CH2:38][CH2:39][CH2:40][CH3:41])[CH2:42][CH2:43][CH2:44][CH3:45])[s:19][cH:20][c:21]1[O:22][CH2:23][CH2:24][CH2:25][CH2:26][CH2:27][CH2:28][CH2:29][CH2:30][CH2:31][CH3:32]. Product: O=CCNC(CCCC[C@@H]1SC[C@@H]2NC(=O)N[C@H]12)=O (N-(2-Oxoethyl)biotinamide). RXN SMILES: C[O:2][CH:3](OC)[CH2:4][NH:5][C:6](=[O:20])[CH2:7][CH2:8][CH2:9][CH2:10][C@H:11]1[C@@H:19]2[C@@H:14]([NH:15][C:16]([NH:18]2)=[O:17])[CH2:13][S:12]1.Cl>CO>[O:2]=[CH:3][CH2:4][NH:5][C:6](=[O:20])[CH2:7][CH2:8][CH2:9][CH2:10][C@H:11]1[C@@H:19]2[C@@H:14]([NH:15][C:16]([NH:18]2)=[O:17])[CH2:13][S:12]1. Reaction conditions: temperature 25 celsius, time 1 hour. The reactants are COC(CNC(CCCC[C@@H]1SC[C@@H]2NC(=O)N[C@H]12)=O)OC (N-(2,2-Dimethoxyethyl)biotinamide), Cl (HCl). Solvent: CO (MeOH). Procedure details: N-(2,2-Dimethoxyethyl)biotinamide (9, 280 mg, 850 μmol) was dissolved in MeOH (2 mL) and conc. HCl (0.5 mL) was added to the solution, which was allowed to stir for 1 h at 25° C. The reaction mixture was evaporated to dryness under reduced pressure to yield the aldehyde, the total amount of which was used without further purification in the preparation of 10. Reactants: CC(=O)OC(C)=O, O=c1[nH]c(=O)n(C2CC(O)C(CI)O2)cc1C=CBr, c1ccncc1. Yields the product CC(=O)OC1CC(n2cc(C=CBr)c(=O)[nH]c2=O)OC1CI. Reaction SMILES: [CH3:20][C:21](=[O:22])[O:23][C:24](=[O:25])[CH3:26].[I:1][CH2:2][CH:3]1[CH:4]([OH:19])[CH2:5][CH:6]([n:8]2[c:9](=[O:10])[nH:11][c:12](=[O:13])[c:14]([CH:16]=[CH:17][Br:18])[cH:15]2)[O:7]1.[cH:27]1[cH:28][cH:29][n:30][cH:31][cH:32]1>>[I:1][CH2:2][CH:3]1[CH:4]([O:19][C:21]([CH3:20])=[O:22])[CH2:5][CH:6]([n:8]2[c:9](=[O:10])[nH:11][c:12](=[O:13])[c:14]([CH:16]=[CH:17][Br:18])[cH:15]2)[O:7]1.